This data is from the Open Reaction Database (ORD), a public repository of structured organic reaction records. The task is: describe an organic reaction: reactants, conditions, products, and yield The reactants are Brc1ccc(I)cc1, CC(C)(C)O[Na], CNCCNC, [Cu], Cc1ccccc1C, c1ccc(Nc2cccc3ccccc23)cc1. Yields the product Brc1ccc(N(c2ccccc2)c2cccc3ccccc23)cc1. As a reaction SMILES: [Br:24][c:25]1[cH:26][cH:27][c:28]([I:31])[cH:29][cH:30]1.[C:32]([O:33][Na:34])([CH3:35])([CH3:36])[CH3:37].[CH3:1][NH:2][CH2:3][CH2:4][NH:5][CH3:6].[Cu:38].[c:39]1([CH3:40])[c:41]([CH3:42])[cH:43][cH:44][cH:45][cH:46]1.[c:7]1([NH:13][c:14]2[cH:15][cH:16][cH:17][c:18]3[cH:19][cH:20][cH:21][cH:22][c:23]23)[cH:8][cH:9][cH:10][cH:11][cH:12]1>>[c:7]1([N:13]([c:14]2[cH:15][cH:16][cH:17][c:18]3[cH:19][cH:20][cH:21][cH:22][c:23]23)[c:28]2[cH:27][cH:26][c:25]([Br:24])[cH:30][cH:29]2)[cH:8][cH:9][cH:10][cH:11][cH:12]1. The reactants are C(C)N1NC(C(C1=O)=O)C (1-ethyl-3-methyl-4,5-pyrazolinedione), 1-ethyl-3-(5′-pyrazolyl)-4,5-pyrazolinedione, C(C)N1NC(C(C1=O)=O)C1=CC=C(C=C1)OC (1-ethyl-3-(4′-methoxyphenyl)-4,5-pyrazolinedione), C(C)N1NC(C(C1=O)=O)NC(C)=O (1-ethyl-3-acetamido-4,5-pyrazolinedione), C(C)N1NC(C(C1=O)=O)N(C)C (1-ethyl-3-dimethylamino-4,5-pyrazolinedione), 1-ethyl-3-(2′-furyl)-4,5-pyrazolinedione, C(C)N1NC(C(C1=O)=O)N(CC)CC (1-ethyl-3-diethylamino-4,5-pyrazolinedione), 1-ethyl-3-(2′-thienyl)-4,5-pyrazolinedione, C(C)N1NC(C(C1=O)=O)C1=CC=C(C=C1)C (1-ethyl-3-(4′-methylphenyl)-4,5-pyrazolinedione), C(C)N1NC(C(C1=O)=O)C1=CC=CC=C1 (1-ethyl-3-phenyl-4,5-pyrazolinedione), C(C)N1NC(C(C1=O)=O)C(=O)OC (1-ethyl-3-methoxycarbonyl-4,5-pyrazolinedione), C(C)N1NC(C(C1=O)=O)C(=O)OCC (1-ethyl-3-ethoxycarbonyl-4,5-pyrazolinedione), C(C)N1NC(C(C1=O)=O)C1=CC(=CC=C1)OC (1-ethyl-3-(3′-methoxyphenyl)-4,5-pyrazolinedione), C(C)N1NC(C(C1=O)=O)OCC (1-ethyl-3-ethoxy-4,5-pyrazolinedione), C(C)N1NC(C(C1=O)=O)OC (1-ethyl-3-methoxy-4,5-pyrazolinedione), C(C)N1NC(C(C1=O)=O)C(=O)O (1-ethyl-3-carboxy-4,5-pyrazolinedione), C(C)N1NC(C(C1=O)=O)C1=CC=C(C=C1)Cl (1-ethyl-3-(4′-chlorophenyl)-4,5-pyrazolinedione), C(C)N1NC(C(C1=O)=O)C1=CC(=CC=C1)[N+](=O)[O-] (1-ethyl-3-(3′-nitrophenyl)-4,5-pyrazolinedione). Yields the product C(C)N1NCC(C1=O)=O (1-ethyl-4,5-pyrazolinedione). As a reaction SMILES: [CH2:1]([N:3]1[C:7](=[O:8])[C:6](=[O:9])[CH:5](C)[NH:4]1)[CH3:2].C(N1C(=O)C(=O)C(C2C=CC=CC=2)N1)C.C(N1C(=O)C(=O)C(C2C=CC(Cl)=CC=2)N1)C.C(N1C(=O)C(=O)C(C2C=CC=C(OC)C=2)N1)C.C(N1C(=O)C(=O)C(C2C=CC(OC)=CC=2)N1)C.C(N1C(=O)C(=O)C(C2C=CC=C([N+]([O-])=O)C=2)N1)C.C(N1C(=O)C(=O)C(C2C=CC(C)=CC=2)N1)C.C(N1C(=O)C(=O)C(OC)N1)C.C(N1C(=O)C(=O)C(OCC)N1)C.C(N1C(=O)C(=O)C(N(C)C)N1)C.C(N1C(=O)C(=O)C(N(CC)CC)N1)C.C(N1C(=O)C(=O)C(NC(=O)C)N1)C.C(N1C(=O)C(=O)C(C(O)=O)N1)C.C(N1C(=O)C(=O)C(C(OC)=O)N1)C.C(N1C(=O)C(=O)C(C(OCC)=O)N1)C>>[CH2:1]([N:3]1[C:7](=[O:8])[C:6](=[O:9])[CH2:5][NH:4]1)[CH3:2]. Procedure details: 1-ethyl-3-methyl-4,5-pyrazolinedione; 1-ethyl-3-phenyl-4,5-pyrazolinedione; 1-ethyl-3-(4′-chlorophenyl)-4,5-pyrazolinedione; 1-ethyl-3-(3′-methoxyphenyl)-4,5-pyrazolinedione; 1-ethyl-3-(4′-methoxyphenyl)-4,5-pyrazolinedione; 1-ethyl-3-(3′-nitrophenyl)-4,5-pyrazolinedione; 1-ethyl-3-(4′-methylphenyl)-4,5-pyrazolinedione; 1-ethyl-3-(2′-furyl)-4,5-pyrazolinedione; 1-ethyl-3-(2′-thienyl)-4,5-pyrazolinedione; 1-ethyl-3-(5′-pyrazolyl)-4,5-pyrazolinedione; 1-ethyl-3-methoxy-4,5-pyrazolinedione; 1-ethyl... The reactants are C(C)P(OCC)(=O)C1=CC=CC=C1 (ethyl ethylphenylphosphinate), C(C(=O)Cl)(=O)Cl (oxalyl chloride). The solvent is C1=CC=CC=C1 (benzene). Run at time 3 hour. Yields the product C(C)P(=O)(C1=CC=CC=C1)Cl (ethylphenylphosphinic chloride). Reaction SMILES: [CH2:1]([P:3]([C:8]1[CH:13]=[CH:12][CH:11]=[CH:10][CH:9]=1)(=O)[O:4]CC)[CH3:2].C(Cl)(=O)C([Cl:17])=O>C1C=CC=CC=1>[CH2:1]([P:3]([Cl:17])([C:8]1[CH:13]=[CH:12][CH:11]=[CH:10][CH:9]=1)=[O:4])[CH3:2]. Procedure: To a solution of ethyl ethylphenylphosphinate (2 g, 10 mmol) in benzene (200 mL) is added oxalyl chloride (1.3 mL, 15 mmol). The mixture is stirred for 3 hours at room temperature. The volatiles are removed on a rotary evaporater and the product is dried under vacuum for 12 hours to give ethylphenylphosphinic chloride as an oil. Starting materials: O=C([O-])[O-], [K+], [K+], O=C(c1ccc(F)c(Cl)c1)N1CCC1, Cc1cnc(NC(=O)c2cc(O)cc(OC3CCN(C)C3=O)c2)cn1. Product: Cc1cnc(NC(=O)c2cc(Oc3ccc(C(=O)N4CCC4)cc3Cl)cc(OC3CCN(C)C3=O)c2)cn1. RXN SMILES: [C:40](=[O:41])([O-:42])[O-:43].[K+:44].[K+:45].[N:26]1([C:30](=[O:31])[c:32]2[cH:33][c:34]([Cl:39])[c:35]([F:38])[cH:36][cH:37]2)[CH2:27][CH2:28][CH2:29]1.[OH:1][c:2]1[cH:3][c:4]([C:5](=[O:6])[NH:7][c:8]2[n:9][cH:10][c:11]([CH3:14])[n:12][cH:13]2)[cH:15][c:16]([O:18][CH:19]2[C:20](=[O:25])[N:21]([CH3:24])[CH2:22][CH2:23]2)[cH:17]1>>[O:1]([c:2]1[cH:3][c:4]([C:5](=[O:6])[NH:7][c:8]2[n:9][cH:10][c:11]([CH3:14])[n:12][cH:13]2)[cH:15][c:16]([O:18][CH:19]2[C:20](=[O:25])[N:21]([CH3:24])[CH2:22][CH2:23]2)[cH:17]1)[c:35]1[c:34]([Cl:39])[cH:33][c:32]([C:30]([N:26]2[CH2:27][CH2:28][CH2:29]2)=[O:31])[cH:37][cH:36]1. RXN SMILES: [CH3:1][N:2]([CH2:3][CH2:4][NH:5][C:6](=[O:7])[c:8]1[cH:9][c:10]([Cl:28])[cH:11][c:12]2[n:13][c:14]3[cH:15][cH:16][c:17]4[c:18]([c:19]3[n:20][c:21]12)[cH:22][cH:23][cH:24][c:25]4[O:26][CH3:27])[CH3:29].[CH3:30][O-:31].[CH3:33][OH:34].[CH3:35][CH2:36][O:37][C:38](=[O:39])[CH3:40].[Na+:32]>>[CH3:1][N:2]([CH2:3][CH2:4][NH:5][C:6](=[O:7])[c:8]1[cH:9][c:10]([O:31][CH3:30])[cH:11][c:12]2[n:13][c:14]3[cH:15][cH:16][c:17]4[c:18]([c:19]3[n:20][c:21]12)[cH:22][cH:23][cH:24][c:25]4[O:26][CH3:27])[CH3:29]. The product is COc1cc(C(=O)NCCN(C)C)c2nc3c(ccc4c(OC)cccc43)nc2c1. The reactants are COc1cccc2c1ccc1nc3cc(Cl)cc(C(=O)NCCN(C)C)c3nc12, C[O-], CO, CCOC(C)=O, [Na+]. Starting materials: ClC=1C2=C(N=CN1)CCC2 (4-chloro-5,6-dihydro-7H-cyclopenta[d]pyrimidine), C(C1=CC=CC=C1)N1CCC(CC1)CC(CC(=O)C1=CC=C(N)C=C1)O.FC(C(=O)[O-])(F)F (4-[4-(1-benzylpiperidin-4-yl)-3-hydroxybutanoyl]aniline·trifluoroacetate), Cl (hydrochloric acid), C(O)([O-])=O.[Na+] (sodium hydrogen carbonate). Run in C(C)O (ethanol), C(C)O (ethanol). Run at temperature 60 celsius. Yields the product N1=CN=C(C2=C1CCC2)NC2=CC=C(C=C2)C(\C=C\CC2CCN(CC2)CC2=CC=CC=C2)=O ((E)-N-(5,6-dihydro-7H-cyclopenta[d]pyrimidin-4-yl)-4-[4-(1-benzylpiperidin-4-yl)-2-butenoyl]aniline). Yield: 34.0%. Reaction SMILES: Cl[C:2]1[C:3]2[CH2:10][CH2:9][CH2:8][C:4]=2[N:5]=[CH:6][N:7]=1.[CH2:11]([N:18]1[CH2:23][CH2:22][CH:21]([CH2:24][CH:25](O)[CH2:26][C:27]([C:29]2[CH:35]=[CH:34][C:32]([NH2:33])=[CH:31][CH:30]=2)=[O:28])[CH2:20][CH2:19]1)[C:12]1[CH:17]=[CH:16][CH:15]=[CH:14][CH:13]=1.FC(F)(F)C([O-])=O.Cl.C(=O)([O-])O.[Na+]>C(O)C>[N:5]1[C:4]2[CH2:8][CH2:9][CH2:10][C:3]=2[C:2]([NH:33][C:32]2[CH:34]=[CH:35][C:29]([C:27](=[O:28])/[CH:26]=[CH:25]/[CH2:24][CH:21]3[CH2:22][CH2:23][N:18]([CH2:11][C:12]4[CH:13]=[CH:14][CH:15]=[CH:16][CH:17]=4)[CH2:19][CH2:20]3)=[CH:30][CH:31]=2)=[N:7][CH:6]=1 |f:1.2,4.5|. Procedure: 30 ml of ethanol and 0.58 g of 4-chloro-5,6-dihydro-7H-cyclopenta[d]pyrimidine were added to 1.21 g of 4-[4-(1-benzylpiperidin-4-yl)-3-hydroxybutanoyl]aniline·trifluoroacetate, 1 ml of an ethanol solution of hydrochloric acid (containing 0.29 g of hydrochloric acid) was added thereto and the mixture was stirred under heating at 60° C. for 40 minutes. Then, a saturated sodium hydrogen carbonate aqueous solution was added thereto and the mixture was extracted with chloroform. After drying over anh...